From a dataset of the Open Reaction Database (ORD), a public repository of structured organic reaction records. describe an organic reaction: reactants, conditions, products, and yield The reactants are TEA, C(C)(C)(C)OC(=O)N1CCN(CC1)C(COC1=CC=C(C=C1)N1N=NN=C1)=O (tert-butyl-4-(2-(4-(1H-tetrazol-1-yl)phenoxy)acetyl)piperazine-1-carboxylate), C(C)(C)(C)OC(=O)N1CCN(CC1)C(COC1=CC=C(C=C1)N1N=NN=C1)=O (tert-butyl-4-(2-(4-(1H-tetrazol-1-yl)phenoxy)acetyl)piperazine-1-carboxylate), C1(=CC=CC2=CC=CC=C12)S(=O)(=O)Cl (1-naphthalene sulfonylchloride), O (water). Solvent: C(Cl)Cl (DCM). Run at time 3 hour. Yields the product N1(N=NN=C1)C1=CC=C(OCC(=O)N2CCN(CC2)S(=O)(=O)C2=CC=CC3=CC=CC=C23)C=C1 (2-(4-(1H-tetrazol-1-yl)phenoxy)-1-(4-(naphthalen-1-ylsulfonyl)piperazin-1-yl)ethanone). The yield is 71.1%. RXN SMILES: C(OC([N:8]1[CH2:13][CH2:12][N:11]([C:14](=[O:28])[CH2:15][O:16][C:17]2[CH:22]=[CH:21][C:20]([N:23]3[CH:27]=[N:26][N:25]=[N:24]3)=[CH:19][CH:18]=2)[CH2:10][CH2:9]1)=O)(C)(C)C.[C:29]1([S:39](Cl)(=[O:41])=[O:40])[C:38]2[C:33](=[CH:34][CH:35]=[CH:36][CH:37]=2)[CH:32]=[CH:31][CH:30]=1.O>C(Cl)Cl>[N:23]1([C:20]2[CH:19]=[CH:18][C:17]([O:16][CH2:15][C:14]([N:11]3[CH2:10][CH2:9][N:8]([S:39]([C:29]4[C:38]5[C:33](=[CH:34][CH:35]=[CH:36][CH:37]=5)[CH:32]=[CH:31][CH:30]=4)(=[O:41])=[O:40])[CH2:13][CH2:12]3)=[O:28])=[CH:22][CH:21]=2)[CH:27]=[N:26][N:25]=[N:24]1. Procedure: In a two neck round bottom flask, 2-(4-(1H-tetrazol-1-yl)phenoxy)-1-(piperazine-1-yl)ethanone hydrochloride (compound 3, 0.882 mmoles, 0.286 g, 1 eq) and 1-naphthalene sulfonylchloride (0.882 mmoles, 0.2 g, 1 eq) were charged in DCM (20 mL). TEA (2.646 moles, 0.267 g, 3 eq) was added drop wise to the reaction mixture over a period of 10 min at 0° C. The resulting mixture was stirred for 3 h at room temperature and monitored by TLC. After completion of the reaction, water (10 mL) was added and ex... Starting materials: CC=1C=C(C=CC1OC1=NC=CC=C1C1=NC=NC=C1)N (3-methyl-4-(3-(pyrimidin-4-yl)pyridin-2-yloxy)benzenamine), ClC=1OC2=C(N1)C=CC=C2 (2-chlorobenzo[d]oxazole). The solvent is CS(=O)C (DMSO), C1(=CC=CC=C1)C (toluene). Conditions: temperature 100 celsius. Product: CC=1C=C(C=CC1OC1=NC=CC=C1C1=NC=NC=C1)NC=1OC2=C(N1)C=CC=C2 (N-(3-methyl-4-(3-(pyrimidin-4-yl)pyridin-2-yloxy)phenyl)benzo[d]oxazol-2-amine). Reaction SMILES: [CH3:1][C:2]1[CH:3]=[C:4]([NH2:21])[CH:5]=[CH:6][C:7]=1[O:8][C:9]1[C:14]([C:15]2[CH:20]=[CH:19][N:18]=[CH:17][N:16]=2)=[CH:13][CH:12]=[CH:11][N:10]=1.Cl[C:23]1[O:24][C:25]2[CH:31]=[CH:30][CH:29]=[CH:28][C:26]=2[N:27]=1>C1(C)C=CC=CC=1.CS(C)=O>[CH3:1][C:2]1[CH:3]=[C:4]([NH:21][C:23]2[O:24][C:25]3[CH:31]=[CH:30][CH:29]=[CH:28][C:26]=3[N:27]=2)[CH:5]=[CH:6][C:7]=1[O:8][C:9]1[C:14]([C:15]2[CH:20]=[CH:19][N:18]=[CH:17][N:16]=2)=[CH:13][CH:12]=[CH:11][N:10]=1. Reported procedure: To 3-methyl-4-(3-(pyrimidin-4-yl)pyridin-2-yloxy)benzenamine (30 mg, 0.11 mmol) in toluene (2.0 mL) was added 2-chlorobenzo[d]oxazole (0.014 mL, 0.12 mmol). The resulting mixture was heated to 100° C. for 47 h. The mixture was diluted with DMSO and purified by Gilson reverse-phase HPLC. The product-containing fractions were combined, diluted with methylene chloride, and extracted with saturated sodium carbonate. The organic layer was dried over anhydrous sodium sulfate, filtered, and concentrate...